This data is from the Open Reaction Database (ORD), a public repository of structured organic reaction records. The task is: describe an organic reaction: reactants, conditions, products, and yield Starting materials: COC=1C=CC=2C(C3=CC=CC(=C3C2C1)OC)=O (3,5-dimethoxy-fluoren-9-one), Br (hydrogen bromide). The solvent is C(C)(=O)O (acetic acid). Yields the product OC=1C=CC=2C(C3=CC=CC(=C3C2C1)O)=O (3,5-dihydroxy-fluoren-9-one). RXN SMILES: C[O:2][C:3]1[CH:4]=[CH:5][C:6]2[C:7](=[O:18])[C:8]3[C:13]([C:14]=2[CH:15]=1)=[C:12]([O:16]C)[CH:11]=[CH:10][CH:9]=3.Br>C(O)(=O)C>[OH:2][C:3]1[CH:4]=[CH:5][C:6]2[C:7](=[O:18])[C:8]3[C:13]([C:14]=2[CH:15]=1)=[C:12]([OH:16])[CH:11]=[CH:10][CH:9]=3. Procedure details: In a manner analogous to Example 1D, prepare a solution of 3,5-dimethoxy-fluoren-9-one (4.0 g, 16.6 mmole) in 25 mL glacial acetic acid and react with 75 mL hydrogen bromide to obtain the title compound. (m.p. 301-3030° C. (dec.) (54%) The reactants are NC=1C(=CC2=C(N(C(CO2)=O)CC#C)C1)F (6-amino-7-fluoro-4-(2-propynyl)-2H-1,4-benzoxazin-3(4H)-one), C1(C2=C(C(=O)O1)CCCC2)=O (3,4,5,6-tetrahydrophthalic anhydride), C(C)(=O)O (acetic acid). Solvent: O (water). Yields the product FC1=CC2=C(N(C(CO2)=O)CC#C)C=C1N1C(C=2CCCCC2C1=O)=O (2-[7-fluoro-4-(2-propynyl)-2H-1,4-benzoxazin-3(4H)-on-6-yl]-4,5,6,7-tetrahydro-2H-isoindole-1,3-dione). The yield is 24.1%. As a reaction SMILES: [NH2:1][C:2]1[C:3]([F:16])=[CH:4][C:5]2[O:10][CH2:9][C:8](=[O:11])[N:7]([CH2:12][C:13]#[CH:14])[C:6]=2[CH:15]=1.[C:17]1(=O)[O:22][C:20](=[O:21])[C:19]2[CH2:23][CH2:24][CH2:25][CH2:26][C:18]1=2.C(O)(=O)C>O>[F:16][C:3]1[C:2]([N:1]2[C:20](=[O:21])[C:19]3[CH2:23][CH2:24][CH2:25][CH2:26][C:18]=3[C:17]2=[O:22])=[CH:15][C:6]2[N:7]([CH2:12][C:13]#[CH:14])[C:8](=[O:11])[CH2:9][O:10][C:5]=2[CH:4]=1. Procedure: A mixture of 6-amino-7-fluoro-4-(2-propynyl)-2H-1,4-benzoxazin-3(4H)-one (0.31 g), 3,4,5,6-tetrahydrophthalic anhydride (0.28 g) and acetic acid (3 ml) was heated under reflux for 2 hours. After being allowed to cool, water was added to the mixture, which was then extracted with ethyl acetate. The organic layer was washed with water, neutralized with sodium bicarbonate solution, dried and concentrated. The residue was purified by silica gel thin layer chromatography using a mixture of ethyl acet... Reactants: [H][H] (hydrogen), [H][H] (hydrogen), C(=C)C1OC1 (vinyloxirane), O1CCCC1 (tetrahydrofuran). The reagents and catalysts are catalyst. Run in C(CCC)O (n-butanol). The product is C1C(CC)O1 (1,2-butylene oxide), C(CCC)=O (n-butyraldehyde). Reaction SMILES: [CH:1]([CH:3]1[CH2:5][O:4]1)=[CH2:2].[O:6]1[CH2:10][CH2:9][CH2:8][CH2:7]1.[H][H]>C(O)CCC>[CH2:5]1[O:4][CH:3]1[CH2:1][CH3:2].[CH:7](=[O:6])[CH2:8][CH2:9][CH3:10]. Reported procedure: In an autoclave having a capacity of 50 ml, the solution to be hydrogenated comprising 2.5 g of vinyloxirane and 22.5 g of tetrahydrofuran was admixed with 0.5 g of catalyst No. 1 without prior activation with hydrogen and hydrogenated with hydrogen at 25° C. and 40 bar for 8 hours while stirring. At a conversion of 100%, 91.7 mol% of 1,2-butylene oxide, 1.0 mol% of n-butyraldehyde and 2.6 mol% of n-butanol were obtained. Examples 3-22 Reactants: C(C1=CC=CC=C1)Br (benzyl bromide), reagent ( XII ), C([O-])([O-])=O.[K+].[K+] (potassium carbonate), COC1CCS(C2=CC=C(C(=C12)C)C(=O)C=1C=NN(C1O)CC)(=O)=O (4-Methoxy-5-methyl-6-(1-ethyl-5-hydroxypyrazol-4-yl) carbonylthiochroman-1,1-dioxide), resultant mixture, O (Water). The solvent is CC(=O)C (acetone). The product is COC1CCS(C2=CC=C(C(=C12)C)C(=O)C=1C=NN(C1OCC1=CC=CC=C1)CC)(=O)=O (4-methoxy-5-methyl-6-(5-benzyloxy-1-ethylpyrazol-4-yl) carbonylthiochroman-1,1-dioxide). Isolated yield 74.0%. RXN SMILES: [CH3:1][O:2][CH:3]1[C:12]2[C:7](=[CH:8][CH:9]=[C:10]([C:14]([C:16]3[CH:17]=[N:18][N:19]([CH2:22][CH3:23])[C:20]=3[OH:21])=[O:15])[C:11]=2[CH3:13])[S:6](=[O:25])(=[O:24])[CH2:5][CH2:4]1.[CH2:26](Br)[C:27]1[CH:32]=[CH:31][CH:30]=[CH:29][CH:28]=1.C(=O)([O-])[O-].[K+].[K+].O>CC(C)=O>[CH3:1][O:2][CH:3]1[C:12]2[C:7](=[CH:8][CH:9]=[C:10]([C:14]([C:16]3[CH:17]=[N:18][N:19]([CH2:22][CH3:23])[C:20]=3[O:21][CH2:26][C:27]3[CH:32]=[CH:31][CH:30]=[CH:29][CH:28]=3)=[O:15])[C:11]=2[CH3:13])[S:6](=[O:24])(=[O:25])[CH2:5][CH2:4]1 |f:2.3.4|. Procedure: 4-Methoxy-5-methyl-6-(1-ethyl-5-hydroxypyrazol-4-yl) carbonylthiochroman-1,1-dioxide was used as a starting material (XIH). And, 0.4 g (1.10 mmol) thereof was dissolved in 5 ml of acetone, and 0.21 g (1.21 mmol) of benzyl bromide as a reaction reagent (XII) and 0.15 g (1.10 mmol) of potassium carbonate as a base were added. The resultant mixture was refluxed under heat for 3 hours. Water was added to the reaction mixture, and the reaction mixture was extracted with ethyl acetate. Its organic lay... Reactants: S=C1NC(SC1)=O (4-thioxo-1,3-thiazolidin-2-one), C(C#C)N (propargylamine). Solvent: C(C)O (ethanol). Conditions: time 8 hour. Product: C(C#C)NC1=NC(SC1)=O (4-(prop-2-yn-1-ylamino)-1,3-thiazol-2(5H)-one). Reaction SMILES: S=[C:2]1[CH2:6][S:5][C:4](=[O:7])[NH:3]1.[CH2:8]([NH2:11])[C:9]#[CH:10]>C(O)C>[CH2:8]([NH:11][C:2]1[CH2:6][S:5][C:4](=[O:7])[N:3]=1)[C:9]#[CH:10]. Procedure: To a suspension of 4-thioxo-1,3-thiazolidin-2-one (12.8 g) in ethanol (200 mL) was added propargylamine (9.67 mL), and the mixture was stirred at room temperature overnight. The precipitate was collected by filtration, and washed with ethanol to give the title compound (11.9 g).